This data is from the Open Reaction Database (ORD), a public repository of structured organic reaction records. The task is: describe an organic reaction: reactants, conditions, products, and yield Starting materials: OC1[C@H](N)[C@@H](O)[C@H](O)[C@H](O1)CO (glucosamine), O=C[C@H](O)[C@@H](O)[C@H](O)[C@H](O)C(=O)O (glucuronic acid). The product is O=C[C@H](O)[C@@H](O)[C@H](O)[C@H](O)C(=O)O.OC1[C@H](N)[C@@H](O)[C@H](O)[C@H](O1)CO (Glucosamine Glucuronate). RXN SMILES: [OH:1][CH:2]1[O:10][C@H:9]([CH2:11][OH:12])[C@@H:7]([OH:8])[C@H:5]([OH:6])[C@H:3]1[NH2:4].[O:13]=[CH:14][C@@H:15]([C@H:17]([C@@H:19]([C@@H:21]([C:23]([OH:25])=[O:24])[OH:22])[OH:20])[OH:18])[OH:16]>>[O:13]=[CH:14][C@@H:15]([C@H:17]([C@@H:19]([C@@H:21]([C:23]([OH:25])=[O:24])[OH:22])[OH:20])[OH:18])[OH:16].[OH:1][CH:2]1[O:10][C@H:9]([CH2:11][OH:12])[C@@H:7]([OH:8])[C@H:5]([OH:6])[C@H:3]1[NH2:4] |f:2.3|. Procedure details: The procedure described in Example 1 was followed, starting from glucosamine base and glucuronic acid. Starting materials: Cl.C1=CC=CC2=C1SC=1NC3=C(N=C(C21)N)C=CC=C3 (11H-12-thia-6,11-diaza-dibenzo[a,f]azulen-5-ylamine hydrochloride), COCC[C@@H]1NCCNC1 ((S)-2-(2-methoxy-ethyl)-piperazine). Conditions: temperature 115 celsius, time 24 hour. The product is COCC[C@H]1CN(CCN1)C1=NC2=C(NC=3SC4=C(C13)C=CC=C4)C=CC=C2 ((S)-5-[3-(2-Methoxy-ethyl)-piperazin-1-yl]-11H-12-thia-6,11-diaza-dibenzo[a,f]azulene). The yield is 14.7%. As a reaction SMILES: Cl.[CH:2]1[C:7]2[S:8][C:9]3[NH:10][C:11]4[CH:20]=[CH:19][CH:18]=[CH:17][C:12]=4[N:13]=[C:14]([NH2:16])[C:15]=3[C:6]=2[CH:5]=[CH:4][CH:3]=1.[CH3:21][O:22][CH2:23][CH2:24][C@H:25]1[CH2:30]N[CH2:28][CH2:27][NH:26]1>>[CH3:21][O:22][CH2:23][CH2:24][C@@H:25]1[NH:26][CH2:27][CH2:28][N:16]([C:14]2[C:15]3[C:6]4[CH:5]=[CH:4][CH:3]=[CH:2][C:7]=4[S:8][C:9]=3[NH:10][C:11]3[CH:20]=[CH:19][CH:18]=[CH:17][C:12]=3[N:13]=2)[CH2:30]1 |f:0.1|. Procedure details: Following the method of Example 380, using 11H-12-thia-6,11-diaza-dibenzo[a,f]azulen-5-ylamine hydrochloride (0.40 g, 1.3 mmol) and (S)-2-(2-methoxy-ethyl)-piperazine (0.38 g, 2.7 mmol), stirring at 115° C. for 24 hours, wash the separated organic layer with 0.1 N NaOH (2×), and extract the combined aqueous layers with ethyl acetate. Combine the organics and wash them with a saturated solution of sodium chloride (3×), and then dry (sodium sulfate), filter, and concentrate under reduced pressure ... Reactants: C(C1=CC=CC=C1)OC1=CC=2N(C=C1N(S(=O)(=O)C)C)N=C(C2C(=O)NC)C2=CC=C(C=C2)F (5-(benzyloxy)-2-(4-fluorophenyl)-N-methyl-6-(N-methylmethylsulfonamido)pyrazolo[1,5-a]pyridine-3-carboxamide). Reagents/catalysts: [Pd] (palladium on carbon). Solvent: C1CCOC1 (THF). The product is FC1=CC=C(C=C1)C1=NN2C(C=C(C(=C2)N(S(=O)(=O)C)C)O)=C1C(=O)NC (2-(4-fluorophenyl)-5-hydroxy-N-methyl-6-(N-methylmethylsulfonamido) pyrazolo[1,5-a]pyridine-3-carboxamide). The yield is 94.5%. RXN SMILES: C([O:8][C:9]1[C:14]([N:15]([CH3:20])[S:16]([CH3:19])(=[O:18])=[O:17])=[CH:13][N:12]2[N:21]=[C:22]([C:28]3[CH:33]=[CH:32][C:31]([F:34])=[CH:30][CH:29]=3)[C:23]([C:24]([NH:26][CH3:27])=[O:25])=[C:11]2[CH:10]=1)C1C=CC=CC=1>C1COCC1.[Pd]>[F:34][C:31]1[CH:32]=[CH:33][C:28]([C:22]2[C:23]([C:24]([NH:26][CH3:27])=[O:25])=[C:11]3[CH:10]=[C:9]([OH:8])[C:14]([N:15]([CH3:20])[S:16]([CH3:19])(=[O:18])=[O:17])=[CH:13][N:12]3[N:21]=2)=[CH:29][CH:30]=1. Reported procedure: A degassed solution of 5-(benzyloxy)-2-(4-fluorophenyl)-N-methyl-6-(N-methylmethylsulfonamido)pyrazolo[1,5-a]pyridine-3-carboxamide (3.0 g, 6.2 mmol) in THF (50 mL) was charged with 10% palladium on carbon (0.3 g). The reaction mixture was hydrogenated at room temperature under H2 balloon for 4 hours. The reaction mixture was filtered, and washed with DMF twice. The filtrate concentrated in vacuo and dried to afford pure 2-(4-fluorophenyl)-5-hydroxy-N-methyl-6-(N-methylmethylsulfonamido) pyrazol... The reactants are C1COCCN1, CC#N, O=C(CCl)Nc1cn2nc(Oc3cccc(NC(=O)c4cccc(C(F)(F)F)c4)c3)ccc2n1. Product: O=C(CN1CCOCC1)Nc1cn2nc(Oc3cccc(NC(=O)c4cccc(C(F)(F)F)c4)c3)ccc2n1. Reaction SMILES: [CH2:35]1[CH2:36][O:37][CH2:38][CH2:39][NH:40]1.[CH3:41][C:42]#[N:43].[Cl:1][CH2:2][C:3](=[O:4])[NH:5][c:6]1[n:7][c:8]2[n:9]([n:10][c:11]([O:14][c:15]3[cH:16][c:17]([NH:21][C:22]([c:23]4[cH:24][c:25]([C:29]([F:30])([F:31])[F:32])[cH:26][cH:27][cH:28]4)=[O:33])[cH:18][cH:19][cH:20]3)[cH:12][cH:13]2)[cH:34]1>>[CH2:2]([C:3](=[O:4])[NH:5][c:6]1[n:7][c:8]2[n:9]([n:10][c:11]([O:14][c:15]3[cH:16][c:17]([NH:21][C:22]([c:23]4[cH:24][c:25]([C:29]([F:30])([F:31])[F:32])[cH:26][cH:27][cH:28]4)=[O:33])[cH:18][cH:19][cH:20]3)[cH:12][cH:13]2)[cH:34]1)[N:40]1[CH2:35][CH2:36][O:37][CH2:38][CH2:39]1. Starting materials: C(C)(C)(C)OC(=O)N[C@@H](CC1=CNC=N1)C(=O)N[C@@H](C)C(=O)O (N-(tert-butoxycarbonyl)-L-histidyl-L-alanine), Cl.CN(CCCN=C=NCC)C (1-(3-dimethylaminopropyl)-3-ethylcarbodiimide hydrochloride), O.ON1N=NC2=C1C=CC=C2 (1-hydroxy-1H-benzotriazole hydrate), C(C)(C)N(C(C)C)CC (N,N-diisopropylethylamine), FC(C(=O)O)(F)F.N[C@@H](C)C(=O)OCCOC1=CC=C(C=C1)C1=C(C(=NC(=C1C#N)N1CCCC1)SCC=1N=C(SC1)C1=CC=C(C=C1)Cl)C#N (2-{4-(2-({(2-(4-chlorophenyl)-1,3-thiazol-4-yl)methyl}sulfanyl)-3,5-dicyano-6-(pyrrolidin-1-yl)pyridin-4-yl)phenoxy}ethyl L-alaninate trifluoroacetate). Solvent: CN(C)C=O (DMF). Conditions: time 8 hour. Product: C(C)(C)(C)OC(=O)N[C@@H](CC1=CNC=N1)C(=O)N[C@@H](C)C(=O)OCCOC1=CC=C(C=C1)C1=C(C(=NC(=C1C#N)N1CCCC1)SCC=1N=C(SC1)C1=CC=C(C=C1)Cl)C#N (2-{4-(2-({(2-(4-Chlorophenyl)-1,3-thiazol-4-yl)methyl}sulfanyl)-3,5-dicyano-6-(pyrrolidin-1-yl)pyridin-4-yl)phenoxy}ethyl N-(tert-butoxycarbonyl)-L-histidyl-L-alaninate). Reaction SMILES: [C:1]([O:5][C:6]([NH:8][C@H:9]([C:16]([NH:18][C@H:19]([C:21]([OH:23])=[O:22])[CH3:20])=[O:17])[CH2:10][C:11]1[N:15]=[CH:14][NH:13][CH:12]=1)=[O:7])([CH3:4])([CH3:3])[CH3:2].Cl.CN(C)CCCN=C=NCC.O.ON1C2C=CC=CC=2N=N1.C(N(CC)C(C)C)(C)C.FC(F)(F)C(O)=O.N[C@H](C(O[CH2:69][CH2:70][O:71][C:72]1[CH:77]=[CH:76][C:75]([C:78]2[C:83]([C:84]#[N:85])=[C:82]([N:86]3[CH2:90][CH2:89][CH2:88][CH2:87]3)[N:81]=[C:80]([S:91][CH2:92][C:93]3[N:94]=[C:95]([C:98]4[CH:103]=[CH:102][C:101]([Cl:104])=[CH:100][CH:99]=4)[S:96][CH:97]=3)[C:79]=2[C:105]#[N:106])=[CH:74][CH:73]=1)=O)C>CN(C=O)C>[C:1]([O:5][C:6]([NH:8][C@H:9]([C:16]([NH:18][C@H:19]([C:21]([O:23][CH2:69][CH2:70][O:71][C:72]1[CH:73]=[CH:74][C:75]([C:78]2[C:83]([C:84]#[N:85])=[C:82]([N:86]3[CH2:87][CH2:88][CH2:89][CH2:90]3)[N:81]=[C:80]([S:91][CH2:92][C:93]3[N:94]=[C:95]([C:98]4[CH:99]=[CH:100][C:101]([Cl:104])=[CH:102][CH:103]=4)[S:96][CH:97]=3)[C:79]=2[C:105]#[N:106])=[CH:76][CH:77]=1)=[O:22])[CH3:20])=[O:17])[CH2:10][C:11]1[N:15]=[CH:14][NH:13][CH:12]=1)=[O:7])([CH3:2])([CH3:3])[CH3:4] |f:1.2,3.4,6.7|. Procedure: 257 mg (0.724 mmol) of N-(tert-butoxycarbonyl)-L-histidyl-L-alanine together with 151 mg (0.790 mmol) of 1-(3-dimethylaminopropyl)-3-ethylcarbodiimide hydrochloride, 151 mg (0.988 mmol) of 1-hydroxy-1H-benzotriazole hydrate and 0.574 ml (3.293 mmol) of N,N-diisopropylethylamine were dissolved in 10 ml of DMF, after which 500 mg (0.659 mmol) of 2-{4-(2-({(2-(4-chlorophenyl)-1,3-thiazol-4-yl)methyl}sulfanyl)-3,5-dicyano-6-(pyrrolidin-1-yl)pyridin-4-yl)phenoxy}ethyl L-alaninate trifluoroacetate wer... The reactants are CC=1N=C(SC1C)NC(=O)C(=O)OCC (Ethyl 4,5-dimethylthiazol-2-ylcarbamoylcarboxylate), C([O-])([O-])=O.[K+].[K+] (Potassium carbonate), Cl (hydrochloric acid). The solvent is O (water). Product: CC=1N=C(SC1C)NC(=O)C(=O)O (4,5-Dimethylthiazol-2-ylcarbamoylcarboxylic Acid). As a reaction SMILES: [CH3:1][C:2]1[N:3]=[C:4]([NH:8][C:9]([C:11]([O:13]CC)=[O:12])=[O:10])[S:5][C:6]=1[CH3:7].C(=O)([O-])[O-].[K+].[K+].Cl>O>[CH3:1][C:2]1[N:3]=[C:4]([NH:8][C:9]([C:11]([OH:13])=[O:12])=[O:10])[S:5][C:6]=1[CH3:7] |f:1.2.3|. Procedure details: Ethyl 4,5-dimethylthiazol-2-ylcarbamoylcarboxylate (1.2 g., 5.26 mmole) was slurried in 40 ml. of water. Potassium carbonate (1 N, 5.3 ml., 2.65 mmoles) was added and the mixture heated on a steam bath for 5 minutes, yielding a clear solution. The reaction mixture was cooled in an ice-water bath and 6 ml. of 1 N hydrochloric acid added. The precipitated crude product was recovered by filtration (933 mg.). Recrystallization from acetic acid gave purified 4,5-dimethylthiazol-2-ylcarbamoylcarboxyli... The reactants are C(C)(C)(C)C1=C(C(=CC=C1)C(C)(C)C)O (2,6-di(t-butyl)phenol), Cl (hydrochloric acid), C(CCC)[Li] (n-butyl lithium), [N+](=O)([O-])C1=CC=C(C(=O)Cl)C=C1 (4-nitrobenzoyl chloride). The solvent is CCCCCC (hexane), C(OC)COC (glyme), ClCCl (dichloromethane), CCCCCC (hexane). Conditions: temperature 60 celsius. The product is [N+](=O)([O-])C1=CC=C(C(=O)C2=CC(=C(C(=C2)C(C)(C)C)O)C(C)(C)C)C=C1 (4-(4-nitrobenzoyl)-2,6-di(t-butyl)phenol). Reaction SMILES: [C:1]([C:5]1[CH:10]=[CH:9][CH:8]=[C:7]([C:11]([CH3:14])([CH3:13])[CH3:12])[C:6]=1[OH:15])([CH3:4])([CH3:3])[CH3:2].C([Li])CCC.[N+:21]([C:24]1[CH:32]=[CH:31][C:27]([C:28](Cl)=[O:29])=[CH:26][CH:25]=1)([O-:23])=[O:22].Cl>CCCCCC.ClCCl.C(COC)OC>[N+:21]([C:24]1[CH:25]=[CH:26][C:27]([C:28]([C:9]2[CH:10]=[C:5]([C:1]([CH3:4])([CH3:3])[CH3:2])[C:6]([OH:15])=[C:7]([C:11]([CH3:14])([CH3:13])[CH3:12])[CH:8]=2)=[O:29])=[CH:31][CH:32]=1)([O-:23])=[O:22]. Procedure: To a stirred solution of 2,6-di(t-butyl)phenol in 150 ml. of glyme under nitrogen is added 52 ml. of 2.04 M n-butyl lithium in hexane. The reaction causes an exotherm and the product is heated to 60° C. About 20 g. of 4-nitrobenzoyl chloride is added, and the resulting solution is stirred without heating for about 16 hours. The mixture is then acidified with 10 percent hydrochloric acid and washed with dichloromethane, then with 10 percent sodium hydroxide solution and finally with water. The so... Reactants: BrC=1C=CC=C2C(N(C(=NC12)NC1(CC1)C)C1CC1)=O (8-bromo-3-cyclopropyl-2-((1-methylcyclopropyl)amino)-quinazolin-4(3H)-one), C[C@H]1NC(C2=C1NC(=C2)B2OC(C(O2)(C)C)(C)C)=O ((R)-6-methyl-2-(4,4,5,5-tetramethyl-1,3,2-dioxaborolan-2-yl)-5,6-dihydropyrrolo[3,4-b]pyrrol-4(1H)-one), [O-]P(=O)([O-])[O-].[K+].[K+].[K+] (K3PO4). Reagents/catalysts: CC(C)C1=CC(=C(C(=C1)C(C)C)C2=C(C=CC=C2)P(C3CCCCC3)C4CCCCC4)C(C)C (X-Phos), CC(C)C1=CC(=C(C(=C1)C(C)C)C2=CC=CC=C2P(C3CCCCC3)C4CCCCC4)C(C)C.C1=CC=C([C-]=C1)CCN.Cl[Pd+] (XPhos precatalyst). Reaction conditions: temperature 45 celsius. The product is C1(CC1)N1[C@@H](NC2=C(C=CC=C2C1=O)C1=CC2=C(N1)C(NC2=O)C)NC2(CC2)C ((R)-3-cyclopropyl-8-(6-methyl-4-oxo-1,4,5,6-tetrahydropyrrolo[3,4-b]pyrrol-2-yl)-2-((1-methylcyclopropyl)amino)quinazolin-4(1H)-one). The yield is 58.8%. RXN SMILES: Br[C:2]1[CH:3]=[CH:4][CH:5]=[C:6]2[C:11]=1[N:10]=[C:9]([NH:12][C:13]1([CH3:16])[CH2:15][CH2:14]1)[N:8]([CH:17]1[CH2:19][CH2:18]1)[C:7]2=[O:20].[CH3:21][C@@H:22]1[C:26]2[NH:27][C:28](B3OC(C)(C)C(C)(C)O3)=[CH:29][C:25]=2[C:24](=[O:39])[NH:23]1.[O-]P([O-])([O-])=O.[K+].[K+].[K+]>CC(C1C=C(C(C)C)C(C2C=CC=CC=2P(C2CCCCC2)C2CCCCC2)=C(C(C)C)C=1)C.CC(C1C=C(C(C)C)C(C2C(P(C3CCCCC3)C3CCCCC3)=CC=CC=2)=C(C(C)C)C=1)C.C1C=[C-]C(CCN)=CC=1.Cl[Pd+]>[CH:17]1([N:8]2[C:7](=[O:20])[C:6]3[C:11](=[C:2]([C:28]4[NH:27][C:26]5[CH:22]([CH3:21])[NH:23][C:24](=[O:39])[C:25]=5[CH:29]=4)[CH:3]=[CH:4][CH:5]=3)[NH:10][C@H:9]2[NH:12][C:13]2([CH3:16])[CH2:15][CH2:14]2)[CH2:19][CH2:18]1 |f:2.3.4.5,7.8.9|. Procedure details: A microwave tube was charged with 8-bromo-3-cyclopropyl-2-((1-methylcyclopropyl)amino)quinazolin-4(3H)-one (492a; 170 mg, 0.51 mmol), (R)-6-methyl-2-(4,4,5,5-tetramethyl-1,3,2-dioxaborolan-2-yl)-5,6-dihydropyrrolo[3,4-b]pyrrol-4(1H)-one (705; 167 mg, 0.64 mmol), X-Phos pre-catalyst II generation (Sigma-Aldrich; 20 mg, 0.025 mmol) and K3PO4 (Sigma-Aldrich; 324 mg, 1.53 mmol). The tube was sealed and purged with argon for 5 min. 1,4-Dioxane (1.4 mL) and water (0.35 mL) were added and Ar (g) was bu... Starting materials: C(C(=C)C)(=O)OCC1CO1 (glycidyl methacrylate), C1(CCCCC1)=O (cyclohexanone), succinimide-GMA, C1(CCC(N1)=O)=O (succinimide), [Cl-].C(C1=CC=CC=C1)CCN(CC)CC (benzyltriethylamine chloride). Reaction conditions: time 24 hour. Yields the product C1(CCC(N1)=O)=O.C(C(=C)C)(=O)OCC1CO1 (Succinimide Glycidyl Methacrylate). RXN SMILES: [C:1]([O:6][CH2:7][CH:8]1[O:10][CH2:9]1)(=[O:5])[C:2]([CH3:4])=[CH2:3].[C:11]1(=[O:17])[NH:15][C:14](=[O:16])[CH2:13][CH2:12]1.[Cl-].C(CCN(CC)CC)C1C=CC=CC=1.C1(=O)CCCCC1>>[C:14]1(=[O:16])[NH:15][C:11](=[O:17])[CH2:12][CH2:13]1.[C:1]([O:6][CH2:7][CH:8]1[O:10][CH2:9]1)(=[O:5])[C:2]([CH3:4])=[CH2:3] |f:2.3,5.6|. Procedure details: 22.7 g (0.16 mol) of glycidyl methacrylate, 15.5 g (0.16 mol) of succinimide and 1.0 g (4.0 mmol) of benzyltriethylamine chloride were placed into a suitably sized reaction vessel fitted with a stirrer and a nitrogen gas source. 200 g of cyclohexanone were added to dissolve the materials. The mixture was stirred at a temperature of about 105 to about 120° C. for 24 hours until the reaction was completed. The reaction yielded 238 g in total amount of solution, which contained 16 wt % of the succi...